From a dataset of the Open Reaction Database (ORD), a public repository of structured organic reaction records. describe an organic reaction: reactants, conditions, products, and yield Starting materials: [BH4-], CCO, Cl, CC(C)(C)OC(=O)N1CCC(O)(O)C(F)(F)C1, [Na+], [Na+], O=C([O-])O. Yields the product CC(C)(C)OC(=O)N1CCC(O)C(F)(F)C1. RXN SMILES: [BH4-:18].[CH3:26][CH2:27][OH:28].[ClH:20].[F:1][C:2]1([F:17])[CH2:3][N:4]([C:10](=[O:11])[O:12][C:13]([CH3:14])([CH3:15])[CH3:16])[CH2:5][CH2:6][C:7]1([OH:8])[OH:9].[Na+:19].[Na+:25].[O-:21][C:22]([OH:23])=[O:24]>>[F:1][C:2]1([F:17])[CH2:3][N:4]([C:10](=[O:11])[O:12][C:13]([CH3:14])([CH3:15])[CH3:16])[CH2:5][CH2:6][CH:7]1[OH:8]. Reactants: COc1ccc(-c2csc(=Nc3ccccc3)n2CCCNC(=O)OC(C)(C)C)cc1, Cl, C1COCCO1. Yields the product COc1ccc(-c2csc(=Nc3ccccc3)n2CCCN)cc1. As a reaction SMILES: [CH3:1][O:2][c:3]1[cH:4][cH:5][c:6](-[c:9]2[n:10]([CH2:21][CH2:22][CH2:23][NH:24][C:25](=[O:26])[O:27][C:28]([CH3:29])([CH3:30])[CH3:31])[c:11](=[N:14][c:15]3[cH:16][cH:17][cH:18][cH:19][cH:20]3)[s:12][cH:13]2)[cH:7][cH:8]1.[ClH:32].[O:33]1[CH2:34][CH2:35][O:36][CH2:37][CH2:38]1>>[CH3:1][O:2][c:3]1[cH:4][cH:5][c:6](-[c:9]2[n:10]([CH2:21][CH2:22][CH2:23][NH2:24])[c:11](=[N:14][c:15]3[cH:16][cH:17][cH:18][cH:19][cH:20]3)[s:12][cH:13]2)[cH:7][cH:8]1. Reactants: [Al].[Li] (lithium aluminum), COC=1C=C2C(=NN(C2=CC1)S(=O)(=O)C1=CC=CC=C1)N1CCN(CC1)C#N (4-[5-methoxy-1-phenylsulfonyl-1H-indazol-3-yl]-1-piperazinecarbonitrile), [H-].[H-].[H-].[H-].[Li+].[Al+3] (LiAlH4). Solvent: C1CCOC1 (THF), C1CCOC1 (THF). Reaction conditions: time 3 hour. Yields the product COC=1C=C2C(=NNC2=CC1)N1CCNCC1 (5-methoxy-3-(1-piperazinyl)-1H-indazole). Yield: 81.1%. Reaction SMILES: [CH3:1][O:2][C:3]1[CH:4]=[C:5]2[C:9](=[CH:10][CH:11]=1)[N:8](S(C1C=CC=CC=1)(=O)=O)[N:7]=[C:6]2[N:21]1[CH2:26][CH2:25][N:24](C#N)[CH2:23][CH2:22]1.[Al].[Li].[H-].[H-].[H-].[H-].[Li+].[Al+3]>C1COCC1>[CH3:1][O:2][C:3]1[CH:4]=[C:5]2[C:9](=[CH:10][CH:11]=1)[NH:8][N:7]=[C:6]2[N:21]1[CH2:26][CH2:25][NH:24][CH2:23][CH2:22]1 |f:1.2,3.4.5.6.7.8,^1:29|. Procedure details: To a stirred mixture of 4-[5-methoxy-1-phenylsulfonyl-1H-indazol-3-yl]-1-piperazinecarbonitrile (9.5 g, 0.0239 mol) in THF (150 ml) under N2 was added, dropwise, lithium aluminum [50 ml (2.1 eq) of a 1M LiAlH4 solution in THF]. After complete addition the reaction was warmed to reflux and stirred for 3 hours. To the cooled reaction was added carefully, H2O (15 ml) to destroy the excess LiAlH4. The mixture was allowed to stand overnight. The reaction mixture was filtered through a coarse sintered... Starting materials: O=C([O-])[O-], CCOc1cc(C)nc2c(O)cccc12, CNC(=O)c1ccc(C=CC(=O)NCC(=O)N(C)c2ccc(Cl)c(CBr)c2Cl)cc1, CN(C)C=O, [K+], [K+], O. The product is CCOc1cc(C)nc2c(OCc3c(Cl)ccc(N(C)C(=O)CNC(=O)C=Cc4ccc(C(=O)NC)cc4)c3Cl)cccc12. Reaction SMILES: [C:46](=[O:47])([O-:48])[O-:49].[CH2:31]([CH3:32])[O:33][c:34]1[cH:35][c:36]([CH3:45])[n:37][c:38]2[c:39]([OH:44])[cH:40][cH:41][cH:42][c:43]12.[CH3:1][NH:2][C:3](=[O:4])[c:5]1[cH:6][cH:7][c:8]([CH:9]=[CH:10][C:11](=[O:12])[NH:13][CH2:14][C:15](=[O:16])[N:17]([CH3:18])[c:19]2[c:20]([Cl:28])[c:21]([CH2:22][Br:23])[c:24]([Cl:27])[cH:25][cH:26]2)[cH:29][cH:30]1.[CH3:53][N:54]([CH3:55])[CH:56]=[O:57].[K+:50].[K+:51].[OH2:52]>>[CH3:1][NH:2][C:3](=[O:4])[c:5]1[cH:6][cH:7][c:8]([CH:9]=[CH:10][C:11](=[O:12])[NH:13][CH2:14][C:15](=[O:16])[N:17]([CH3:18])[c:19]2[c:20]([Cl:28])[c:21]([CH2:22][O:44][c:39]3[c:38]4[n:37][c:36]([CH3:45])[cH:35][c:34]([O:33][CH2:31][CH3:32])[c:43]4[cH:42][cH:41][cH:40]3)[c:24]([Cl:27])[cH:25][cH:26]2)[cH:29][cH:30]1. Starting materials: 2009155527 A2, NC1=C(C(=NC=N1)N[C@@H](C)C1=NN2C(C(N1C1=CC=CC=C1)=O)=C(C=C2)C)Br ((S)-2-(1-((6-Amino-5-bromopyrimidin-4-yl)amino)ethyl)-5-methyl-3-phenylpyrrolo[2,1-f][1,2,4]triazin-4(3H)-one), COC1=CC=C(C=C1)S(=O)(=O)NC=1C=NC=C(C1)B1OC(C(O1)(C)C)(C)C (4-methoxy-N-(5-(4,4,5,5-tetramethyl-1,3,2-dioxaborolan-2-yl)pyridin-3-yl)benzenesulfonamide), COC1=CC=C(C=C1)S(=O)(=O)Cl (4-methoxybenzene-1-sulfonyl chloride), CC1(OB(OC1(C)C)C=1C=C(C=NC1)N)C (5-(4,4,5,5-tetramethyl-1,3,2-dioxaborolan-2-yl)-3-pyridinamine), 15b, C([O-])([O-])=O.[Na+].[Na+] (sodium carbonate). The reagents and catalysts are C1(=CC=CC=C1)P(C1=CC=CC=C1)(C1=CC=CC=C1)[Pd-4](P(C1=CC=CC=C1)(C1=CC=CC=C1)C1=CC=CC=C1)(P(C1=CC=CC=C1)(C1=CC=CC=C1)C1=CC=CC=C1)P(C1=CC=CC=C1)(C1=CC=CC=C1)C1=CC=CC=C1 (tetrakis(triphenylphosphino)palladium(0)). The product is NC1=NC=NC(=C1C=1C=C(C=NC1)NS(=O)(=O)C1=CC=C(C=C1)OC)N[C@@H](C)C1=NN2C(C(N1C1=CC=CC=C1)=O)=C(C=C2)C ((S)—N-(5-(4-Amino-6-((1-(5-methyl-4-oxo-3-phenyl-3,4-dihydropyrrolo[2,1-f][1,2,4]triazin-2-yl)ethyl)amino)pyrimidin-5-yl)pyridin-3-yl)-4-methoxybenzenesulfonamide). Yield: 76.0%. As a reaction SMILES: [NH2:1][C:2]1[N:7]=[CH:6][N:5]=[C:4]([NH:8][C@H:9]([C:11]2[N:16]([C:17]3[CH:22]=[CH:21][CH:20]=[CH:19][CH:18]=3)[C:15](=[O:23])[C:14]3=[C:24]([CH3:27])[CH:25]=[CH:26][N:13]3[N:12]=2)[CH3:10])[C:3]=1Br.[CH3:29][O:30][C:31]1[CH:36]=[CH:35][C:34]([S:37]([NH:40][C:41]2[CH:42]=[N:43][CH:44]=[C:45](B3OC(C)(C)C(C)(C)O3)[CH:46]=2)(=[O:39])=[O:38])=[CH:33][CH:32]=1.CC1(C)C(C)(C)OB(C2C=C(N)C=NC=2)O1.COC1C=CC(S(Cl)(=O)=O)=CC=1.C(=O)([O-])[O-].[Na+].[Na+]>C1(P([Pd-4](P(C2C=CC=CC=2)(C2C=CC=CC=2)C2C=CC=CC=2)(P(C2C=CC=CC=2)(C2C=CC=CC=2)C2C=CC=CC=2)P(C2C=CC=CC=2)(C2C=CC=CC=2)C2C=CC=CC=2)(C2C=CC=CC=2)C2C=CC=CC=2)C=CC=CC=1>[NH2:1][C:2]1[C:3]([C:45]2[CH:46]=[C:41]([NH:40][S:37]([C:34]3[CH:35]=[CH:36][C:31]([O:30][CH3:29])=[CH:32][CH:33]=3)(=[O:39])=[O:38])[CH:42]=[N:43][CH:44]=2)=[C:4]([NH:8][C@H:9]([C:11]2[N:16]([C:17]3[CH:22]=[CH:21][CH:20]=[CH:19][CH:18]=3)[C:15](=[O:23])[C:14]3=[C:24]([CH3:27])[CH:25]=[CH:26][N:13]3[N:12]=2)[CH3:10])[N:5]=[CH:6][N:7]=1 |f:4.5.6|. Reported procedure: (S)-2-(1-((6-Amino-5-bromopyrimidin-4-yl)amino)ethyl)-5-methyl-3-phenylpyrrolo[2,1-f][1,2,4]triazin-4(3H)-one (65 mg, 0.15 mmol) was treated with 4-methoxy-N-(5-(4,4,5,5-tetramethyl-1,3,2-dioxaborolan-2-yl)pyridin-3-yl)benzenesulfonamide (87 mg, 0.22 mmol, prepared from 5-(4,4,5,5-tetramethyl-1,3,2-dioxaborolan-2-yl)-3-pyridinamine, as described in WO 2009155527 A2 20091223, and 4-methoxybenzene-1-sulfonyl chloride according to the method described In Preparation 15b), 2M sodium carbonate (221 μ...